The task is: describe an organic reaction: reactants, conditions, products, and yield. This data is from the Open Reaction Database (ORD), a public repository of structured organic reaction records. The reactants are CC([C@@H](C(=O)OC(C)(C)C)N1C(N(CC1)CC1=CC=C(C=C1)C(F)(F)F)=O)(C)C (tert-butyl(2S)-3,3-dimethyl-2-{2-oxo-3-[4-(trifluoromethyl)benzyl]imidazolidin-1-yl}butanoate), FC(C(=O)O)(F)F (trifluoroacetic acid). The solvent is ClCCl (dichloromethane). Yields the product CC([C@@H](C(=O)O)N1C(N(CC1)CC1=CC=C(C=C1)C(F)(F)F)=O)(C)C ((2S)-3,3-dimethyl-2-{2-oxo-3-[4-(trifluoromethyl)benzyl]imidazolidin-1-yl}butanoic acid). Yield: 75.9%. RXN SMILES: [CH3:1][C:2]([CH3:29])([CH3:28])[C@H:3]([N:11]1[CH2:15][CH2:14][N:13]([CH2:16][C:17]2[CH:22]=[CH:21][C:20]([C:23]([F:26])([F:25])[F:24])=[CH:19][CH:18]=2)[C:12]1=[O:27])[C:4]([O:6]C(C)(C)C)=[O:5].FC(F)(F)C(O)=O>ClCCl>[CH3:1][C:2]([CH3:29])([CH3:28])[C@H:3]([N:11]1[CH2:15][CH2:14][N:13]([CH2:16][C:17]2[CH:22]=[CH:21][C:20]([C:23]([F:26])([F:25])[F:24])=[CH:19][CH:18]=2)[C:12]1=[O:27])[C:4]([OH:6])=[O:5]. Procedure details: A solution of Example 139B (0.262 g) in dichloromethane (3 mL) was treated with trifluoroacetic acid (3 mL) at 25° C. for 16 h. The solvents were evaporated, and the crude residue was purified using reverse phase chromatography eluting with 95%water (0.1% trifluoroacetic acid)/5% acetonitrile to 100% acetonitrile to give the title compound (0.172 g, 78%). Reactants: Cc1nc2ccc(Br)cc2c(-c2ccccc2)c1C(=O)C(F)(F)F, CC(C)(C)O, O=C([O-])[O-], C1CCNCC1, CCCCCCC, ClC(Cl)Cl, [Cs+], [Cs+], C1COCCO1, O=C(C=Cc1ccccc1)C=Cc1ccccc1, O=C(C=Cc1ccccc1)C=Cc1ccccc1, O=C(C=Cc1ccccc1)C=Cc1ccccc1, [Pd], [Pd]. Yields the product Cc1nc2ccc(N3CCCCC3)cc2c(-c2ccccc2)c1C(=O)C(F)(F)F. Reaction SMILES: [Br:13][c:14]1[cH:15][c:16]2[c:17](-[c:31]3[cH:32][cH:33][cH:34][cH:35][cH:36]3)[c:18]([C:25]([C:26]([F:27])([F:28])[F:29])=[O:30])[c:19]([CH3:24])[n:20][c:21]2[cH:22][cH:23]1.[C:110]([OH:111])([CH3:112])([CH3:113])[CH3:114].[C:7](=[O:8])([O-:9])[O-:10].[CH2:37]1[CH2:38][CH2:39][NH:40][CH2:41][CH2:42]1.[CH3:43][CH2:44][CH2:45][CH2:46][CH2:47][CH2:48][CH3:49].[CH:106]([Cl:107])([Cl:108])[Cl:109].[Cs+:11].[Cs+:12].[O:1]1[CH2:2][CH2:3][O:4][CH2:5][CH2:6]1.[O:52]=[C:53]([CH:54]=[CH:55][c:56]1[cH:57][cH:58][cH:59][cH:60][cH:61]1)[CH:62]=[CH:63][c:64]1[cH:65][cH:66][cH:67][cH:68][cH:69]1.[O:70]=[C:71]([CH:72]=[CH:73][c:74]1[cH:75][cH:76][cH:77][cH:78][cH:79]1)[CH:80]=[CH:81][c:82]1[cH:83][cH:84][cH:85][cH:86][cH:87]1.[O:88]=[C:89]([CH:90]=[CH:91][c:92]1[cH:93][cH:94][cH:95][cH:96][cH:97]1)[CH:98]=[CH:99][c:100]1[cH:101][cH:102][cH:103][cH:104][cH:105]1.[Pd:50].[Pd:51]>>[c:14]1([N:40]2[CH2:39][CH2:38][CH2:37][CH2:42][CH2:41]2)[cH:15][c:16]2[c:17](-[c:31]3[cH:32][cH:33][cH:34][cH:35][cH:36]3)[c:18]([C:25]([C:26]([F:27])([F:28])[F:29])=[O:30])[c:19]([CH3:24])[n:20][c:21]2[cH:22][cH:23]1. The reactants are CCCN, Cc1ccccc1, Cc1ccccc1[N+](=O)[O-]. The product is Cc1ccccc1NO. As a reaction SMILES: [CH2:11]([NH2:12])[CH2:13][CH3:14].[CH3:15][c:16]1[cH:17][cH:18][cH:19][cH:20][cH:21]1.[N+:1](=[O:2])([O-:3])[c:4]1[c:5]([CH3:10])[cH:6][cH:7][cH:8][cH:9]1>>[NH:1]([OH:2])[c:4]1[c:5]([CH3:10])[cH:6][cH:7][cH:8][cH:9]1. The reactants are sodium ethoxide-in-ethanol, C(C)(=O)NC(C(=O)OCC)C(=O)OCC (diethyl acetamidomalonate), ice, O (water), C(C)(=O)O (acetic acid), ClCC=1C(=C(C=CC1)OC)OCC1=CC=CC=C1 (3-(Chloromethyl)-2-phenylmethoxyanisole). The solvent is C(C)O (ethanol), C(C)O (ethanol), Petroleum ether. Reported procedure: A quantity of 136.20 g (0.42 mole) of 21 wt. % sodium ethoxide-in-ethanol is added to a stirred solution of 90.14 g (0.415 mole) of diethyl acetamidomalonate (Aldrich) in 800 mL of absolute ethanol. A solution of the benzyl chloride derivative of Example 38 in 500 mL of absolute ethanol is added and the mixture is heated at reflux for 2 hours. The cooled mixture is poured into 4 L of ice and water containing 20.0 g of glacial acetic acid. The supernatant is decanted from the separated gum. The g... Yields the product C(C)(=O)NC(C(=O)OCC)(C(=O)OCC)CC1=C(C(=CC=C1)OC)OCC1=CC=CC=C1 (2-(Acetylamino)-2-[[3-methoxy-2-(phenylmethoxy)phenyl]methyl]-propanedioic acid, diethyl ester). Yield: 66.4%. RXN SMILES: [C:1]([NH:4][CH:5]([C:11]([O:13][CH2:14][CH3:15])=[O:12])[C:6]([O:8][CH2:9][CH3:10])=[O:7])(=[O:3])[CH3:2].Cl[CH2:17][C:18]1[C:19]([O:26][CH2:27][C:28]2[CH:33]=[CH:32][CH:31]=[CH:30][CH:29]=2)=[C:20]([O:24][CH3:25])[CH:21]=[CH:22][CH:23]=1.O.C(O)(=O)C>C(O)C>[C:1]([NH:4][C:5]([CH2:17][C:18]1[CH:23]=[CH:22][CH:21]=[C:20]([O:24][CH3:25])[C:19]=1[O:26][CH2:27][C:28]1[CH:33]=[CH:32][CH:31]=[CH:30][CH:29]=1)([C:11]([O:13][CH2:14][CH3:15])=[O:12])[C:6]([O:8][CH2:9][CH3:10])=[O:7])(=[O:3])[CH3:2]. The reactants are C(C)(C)(CC)C1=C(OC(C(=O)N2C(COC3=C2C=C(C(=C3)[N+](=O)[O-])OCC3=CC=CC=C3)=O)CC)C=CC(=C1)C(C)(C)CC (4-[α-(2,4-ditert.-pentylphenoxy)-butyroyl]-6-benzyloxy-7-nitro-1,4-benzoxazine-3-one), [H][H] (hydrogen). The reagents and catalysts are [Pd] (Pd on charcoal). Solvent: C1CCOC1 (THF). Yields the product C(C)(C)(CC)C1=C(OC(C(=O)N2C(COC3=C2C=C(C(=C3)N)O)=O)CC)C=CC(=C1)C(C)(C)CC (4-[α-(2,4-ditert.-pentylphenoxy)-butyroyl]-6-hydroxy-7-amino-1,4-benzoxazine-3-one). Reaction SMILES: [C:1]([C:6]1[CH:39]=[C:38]([C:40]([CH2:43][CH3:44])([CH3:42])[CH3:41])[CH:37]=[CH:36][C:7]=1[O:8][CH:9]([CH2:34][CH3:35])[C:10]([N:12]1[C:17]2[CH:18]=[C:19]([O:25]CC3C=CC=CC=3)[C:20]([N+:22]([O-])=O)=[CH:21][C:16]=2[O:15][CH2:14][C:13]1=[O:33])=[O:11])([CH2:4][CH3:5])([CH3:3])[CH3:2].[H][H]>C1COCC1.[Pd]>[C:1]([C:6]1[CH:39]=[C:38]([C:40]([CH2:43][CH3:44])([CH3:41])[CH3:42])[CH:37]=[CH:36][C:7]=1[O:8][CH:9]([CH2:34][CH3:35])[C:10]([N:12]1[C:17]2[CH:18]=[C:19]([OH:25])[C:20]([NH2:22])=[CH:21][C:16]=2[O:15][CH2:14][C:13]1=[O:33])=[O:11])([CH2:4][CH3:5])([CH3:3])[CH3:2]. Procedure details: The nitro compound ((f), 8.19 g, 0.0136 mole) in THF (ml 100) was reduced and debenzylated under 25 PSI hydrogen pressure at room temperature in the presence of 10% Pd on charcoal. The resulting amine (g) was not isolated. The reactants are C1(CC1)S(=O)(=O)N (cyclopropanesulfonamide), [H-].[Na+] (sodium hydride), C(C)C1=NN=NN1C=1C=C(C=CC1)C1NC2=CC=C(C=C2CC1(C)C)C(=O)O (2-[3-(5-ethyl-tetrazol-1-yl)-phenyl]-3,3-dimethyl-1,2,3,4-tetrahydro-quinoline-6-carboxylic acid), C(=O)(N1C=NC=C1)N1C=NC=C1 (1,1′-carbonyldiimidazole), [H-].[Na+] (sodium hydride), C1(CC1)S(=O)(=O)N (cyclopropanesulfonamide). Run in CN(C=O)C (N,N-dimethylformamide), CN(C=O)C (N,N-dimethylformamide), CN(C=O)C (N,N-dimethylformamide). Conditions: temperature 25 celsius, time 1 hour. Yields the product C(C)C1=NN=NN1C=1C=C(C=CC1)C1NC2=CC=C(C=C2CC1(C)C)C(=O)NS(=O)(=O)C1CC1 (cyclopropanesulfonic acid {2-[3-(5-ethyl-tetrazol-1-yl)-phenyl]-3,3-dimethyl-1,2,3,4-tetrahydro-quinoline-6-carbonyl}-amide). Isolated yield 40.1%. Reaction SMILES: [H-].[Na+].[CH:3]1([S:6]([NH2:9])(=[O:8])=[O:7])[CH2:5][CH2:4]1.[CH2:10]([C:12]1[N:16]([C:17]2[CH:18]=[C:19]([CH:23]3[C:32]([CH3:34])([CH3:33])[CH2:31][C:30]4[C:25](=[CH:26][CH:27]=[C:28]([C:35](O)=[O:36])[CH:29]=4)[NH:24]3)[CH:20]=[CH:21][CH:22]=2)[N:15]=[N:14][N:13]=1)[CH3:11].C(N1C=CN=C1)(N1C=CN=C1)=O>CN(C)C=O>[CH2:10]([C:12]1[N:16]([C:17]2[CH:18]=[C:19]([CH:23]3[C:32]([CH3:33])([CH3:34])[CH2:31][C:30]4[C:25](=[CH:26][CH:27]=[C:28]([C:35]([NH:9][S:6]([CH:3]5[CH2:5][CH2:4]5)(=[O:8])=[O:7])=[O:36])[CH:29]=4)[NH:24]3)[CH:20]=[CH:21][CH:22]=2)[N:15]=[N:14][N:13]=1)[CH3:11] |f:0.1|. Reported procedure: To a suspension of 60% sodium hydride (160 mg, 3.9 mmol) in N,N-dimethylformamide (1.5 mL) was added cyclopropanesulfonamide (484 mg, 4.0 mmol) at room temperature. The resulting mixture was stirred at 25° C. for 1 h. A solution of 2-[3-(5-ethyl-tetrazol-1-yl)-phenyl]-3,3-dimethyl-1,2,3,4-tetrahydro-quinoline-6-carboxylic acid (150 mg, 0.4 mmol) and 1,1′-carbonyldiimidazole (136 mg, 0.84 mmol) in N,N-dimethylformamide (2.0 mL) was stirred at 70° C. After stirring at 70° C. for 1 h, the above sus... Reactants: NC=1C(=C(NC1C1=CC=CC=C1)C)C(C1=CC=CC=C1)=O (4-Amino-3-benzoyl-2-methyl-5-phenylpyrrole), [OH-].[Na+] (sodium hydroxide), C1(C=2C(C(N1CC(=O)Cl)=O)=CC=CC2)=O (phthalimidoacetyl chloride). The solvent is C(Cl)(Cl)Cl (chloroform), C(Cl)(Cl)Cl (chloroform). Yields the product C(C1=CC=CC=C1)(=O)C1=C(NC(=C1NC(CN1C(C=2C(C1=O)=CC=CC2)=O)=O)C2=CC=CC=C2)C (3-Benzoyl-2-methyl-5-phenyl-4-(phthalimidoacetamido)-pyrrole). RXN SMILES: [NH2:1][C:2]1[C:3]([C:14](=[O:21])[C:15]2[CH:20]=[CH:19][CH:18]=[CH:17][CH:16]=2)=[C:4]([CH3:13])[NH:5][C:6]=1[C:7]1[CH:12]=[CH:11][CH:10]=[CH:9][CH:8]=1.[OH-].[Na+].[C:24]1(=[O:38])[N:28]([CH2:29][C:30](Cl)=[O:31])[C:27](=[O:33])[C:26]2=[CH:34][CH:35]=[CH:36][CH:37]=[C:25]12>C(Cl)(Cl)Cl>[C:14]([C:3]1[C:2]([NH:1][C:30](=[O:31])[CH2:29][N:28]2[C:27](=[O:33])[C:26]3=[CH:34][CH:35]=[CH:36][CH:37]=[C:25]3[C:24]2=[O:38])=[C:6]([C:7]2[CH:12]=[CH:11][CH:10]=[CH:9][CH:8]=2)[NH:5][C:4]=1[CH3:13])(=[O:21])[C:15]1[CH:16]=[CH:17][CH:18]=[CH:19][CH:20]=1 |f:1.2|. Reported procedure: 4-Amino-3-benzoyl-2-methyl-5-phenylpyrrole (22.4 g.) is dissolved in 1400 ml. of chloroform and 160 ml. of 1N sodium hydroxide are added to the mixture. By keeping the temperature at 0°-5° C., 17.6 g. of phthalimidoacetyl chloride in 120 ml. of chloroform are added with stirring. After one hour the reaction mixture is cooled and the solid precipitated is recovered on filter and then crystallized from ethanol. Yield 27.8 g.; M.p. 288°-90° C.